This data is from the Open Reaction Database (ORD), a public repository of structured organic reaction records. The task is: describe an organic reaction: reactants, conditions, products, and yield Reactants: C1CCOC1, CC(C)S(=O)(=O)c1csc(C(=O)Cl)c1Cl, CC(C)C(=O)Nc1cccc(C2CCN(CCCCCCN)CC2)c1. The product is CC(C)C(=O)Nc1cccc(C2CCN(CCCCCCNC(=O)c3scc(S(=O)(=O)C(C)C)c3Cl)CC2)c1. Reaction SMILES: [CH2:41]1[O:42][CH2:43][CH2:44][CH2:45]1.[Cl:26][c:27]1[c:28]([C:38](=[O:39])[Cl:40])[s:29][cH:30][c:31]1[S:32](=[O:33])(=[O:34])[CH:35]([CH3:36])[CH3:37].[NH2:1][CH2:2][CH2:3][CH2:4][CH2:5][CH2:6][CH2:7][N:8]1[CH2:9][CH2:10][CH:11]([c:14]2[cH:15][c:16]([NH:20][C:21]([CH:22]([CH3:23])[CH3:24])=[O:25])[cH:17][cH:18][cH:19]2)[CH2:12][CH2:13]1>>[NH:1]([CH2:2][CH2:3][CH2:4][CH2:5][CH2:6][CH2:7][N:8]1[CH2:9][CH2:10][CH:11]([c:14]2[cH:15][c:16]([NH:20][C:21]([CH:22]([CH3:23])[CH3:24])=[O:25])[cH:17][cH:18][cH:19]2)[CH2:12][CH2:13]1)[C:38]([c:28]1[c:27]([Cl:26])[c:31]([S:32](=[O:33])(=[O:34])[CH:35]([CH3:36])[CH3:37])[cH:30][s:29]1)=[O:39].